From a dataset of the Open Reaction Database (ORD), a public repository of structured organic reaction records. describe an organic reaction: reactants, conditions, products, and yield Reactants: CN(C)c1ccc([N+](=O)[O-])cc1C(F)(F)F, CC(C)(C)[O-], CN(C)C=O, N#CCOc1ccc(Cl)cc1, [K+], O. Product: CN(C)c1cc(CC#N)c([N+](=O)[O-])cc1C(F)(F)F. Reaction SMILES: [CH3:1][N:2]([c:3]1[c:4]([C:12]([F:13])([F:14])[F:15])[cH:5][c:6]([N+:9](=[O:10])[O-:11])[cH:7][cH:8]1)[CH3:16].[CH3:28][C:29]([CH3:30])([O-:31])[CH3:32].[CH3:35][N:36]([CH3:37])[CH:38]=[O:39].[Cl:17][c:18]1[cH:19][cH:20][c:21]([O:22][CH2:23][C:24]#[N:25])[cH:26][cH:27]1.[K+:33].[OH2:34]>>[CH3:1][N:2]([c:3]1[c:4]([C:12]([F:13])([F:14])[F:15])[cH:5][c:6]([N+:9](=[O:10])[O-:11])[c:7]([CH2:23][C:24]#[N:25])[cH:8]1)[CH3:16]. Reactants: C(C)N(CC)S(F)(F)F (diethylaminosulphurtrifluoride), C([O-])([O-])=O.[Na+].[Na+] (sodium carbonate), C(C1=CC=CC=C1)N1CC(CC1)(O)C1=CC(=CC(=C1)F)F (1-benzyl-3-(3,5-difluorophenyl)pyrrolidin-3-ol), C(C)N(CC)S(F)(F)F (diethylaminosulphurtrifluoride). Solvent: ClCCl (dichloromethane), ClCCl (dichloromethane). Run at time 1 hour. Yields the product C(C1=CC=CC=C1)N1CC(CC1)(F)C1=CC(=CC(=C1)F)F (1-BENZYL-3-(3,5-DIFLUOROPHENYL)-3-FLUOROPYRROLIDINE). The yield is 33.8%. As a reaction SMILES: [CH2:1]([N:8]1[CH2:12][CH2:11][C:10]([C:14]2[CH:19]=[C:18]([F:20])[CH:17]=[C:16]([F:21])[CH:15]=2)(O)[CH2:9]1)[C:2]1[CH:7]=[CH:6][CH:5]=[CH:4][CH:3]=1.C(N(S(F)(F)[F:28])CC)C.C(=O)([O-])[O-].[Na+].[Na+]>ClCCl>[CH2:1]([N:8]1[CH2:12][CH2:11][C:10]([C:14]2[CH:19]=[C:18]([F:20])[CH:17]=[C:16]([F:21])[CH:15]=2)([F:28])[CH2:9]1)[C:2]1[CH:7]=[CH:6][CH:5]=[CH:4][CH:3]=1 |f:2.3.4|. Procedure: To a cooled (0° C.) solution of 1-benzyl-3-(3,5-difluorophenyl)pyrrolidin-3-ol (1.9 g, 6.6 mmol) in dichloromethane (20 mL) was added dropwise diethylaminosulphurtrifluoride (1.05 mL, 7.26 mmol) dissolved in dichloromethane (5 mL) and the mixture was stirred at ambient temperature for 1 h. Additional diethylaminosulphurtrifluoride (0.1 mL, 0.69 mmol) was added and stirring was continued 0.5 h. Aqueous sodium carbonate (10%, 50 mL) was added and the phases separated. The aqueous phase was extract... Starting materials: ClC1=C2C(C=CC(C2=C(C2=CC=CC(=C12)OC)O)=O)=O (10-Chloro-9-hydroxy-5-methoxy-1,4-anthracenedione), ClC1=C2C(C=CC(C2=C(C2=CC=CC(=C12)OC)O)=O)=O (10-Chloro-9-hydroxy-5-methoxy-1,4-anthracenedione), C(C)(=O)O (acetic acid), BrBr (bromine), C(C)(=O)O (acetic acid). Conditions: time 120 minute. Product: BrC=1C(C2=C(C3=C(C=CC=C3C(=C2C(C1)=O)Cl)OC)O)=O (2-Bromo-10-chloro-9-hydroxy-8-methoxy-1,4-anthracenedione). RXN SMILES: [Cl:1][C:2]1[C:15]2[C:10](=[CH:11][CH:12]=[CH:13][C:14]=2OC)[C:9]([OH:18])=[C:8]2[C:3]=1[C:4](=[O:20])[CH:5]=[CH:6][C:7]2=[O:19].[Br:21]Br.[C:23]([OH:26])(=O)C>>[Br:21][C:6]1[C:7](=[O:19])[C:8]2[C:3]([C:4](=[O:20])[CH:5]=1)=[C:2]([Cl:1])[C:15]1[C:10](=[C:11]([O:26][CH3:23])[CH:12]=[CH:13][CH:14]=1)[C:9]=2[OH:18]. Reported procedure: 10-Chloro-9-hydroxy-5-methoxy-1,4-anthracenedione (compound 12) (50 mg) was dissolved in acetic acid (5 ml) to saturation by warming. The mixture was cooled to room temperature before addition of bromine (27 mg) in acetic acid (0.15 ml). The mixture was stirred for 120 min. then excess acetic acid was evaporated under reduced pressure. The crude solid dibromide was dissolved in ethanol (5 ml) containing boron trifluoride etherate (5 drops) and heated at reflux for 20 min. The resulting red-purpl... Starting materials: CCOC(=O)CCc1cc(Br)cc2c1OCC2(C)C, CO, [Li+], C1CCOC1, [OH-], O, O. Product: CC1(C)COc2c(CCC(=O)O)cc(Br)cc21. Reaction SMILES: [CH2:1]([CH3:2])[O:3][C:4]([CH2:5][CH2:6][c:7]1[cH:8][c:9]([Br:18])[cH:10][c:11]2[c:15]1[O:14][CH2:13][C:12]2([CH3:16])[CH3:17])=[O:19].[CH3:23][OH:24].[Li+:22].[O:25]1[CH2:26][CH2:27][CH2:28][CH2:29]1.[OH-:21].[OH2:20].[OH2:30]>>[O:3]=[C:4]([CH2:5][CH2:6][c:7]1[cH:8][c:9]([Br:18])[cH:10][c:11]2[c:15]1[O:14][CH2:13][C:12]2([CH3:16])[CH3:17])[OH:19]. The reactants are NC1CCN(CC1)CC1=CC2=CC=CC=C2C=C1 (4-Amino-1-(naphth-2-ylmethyl)piperidine), C(=O)(C1=CC=CS1)NC(=O)N (1-(then-2-oyl)urea). The solvent is N1=CC=CC=C1 (pyridine). Product: C1=C(C=CC2=CC=CC=C12)CN1CCC(CC1)NC(=O)NC(=O)C1=CC=CS1 (1-[1-(Naphth-2-ylmethyl)piperid-4-yl]-3-(then-2-oyl)urea). RXN SMILES: [NH2:1][CH:2]1[CH2:7][CH2:6][N:5]([CH2:8][C:9]2[CH:18]=[CH:17][C:16]3[C:11](=[CH:12][CH:13]=[CH:14][CH:15]=3)[CH:10]=2)[CH2:4][CH2:3]1.[C:19]([NH:26][C:27](N)=[O:28])([C:21]1[S:25][CH:24]=[CH:23][CH:22]=1)=[O:20]>N1C=CC=CC=1>[CH:10]1[C:11]2[C:16](=[CH:15][CH:14]=[CH:13][CH:12]=2)[CH:17]=[CH:18][C:9]=1[CH2:8][N:5]1[CH2:4][CH2:3][CH:2]([NH:1][C:27]([NH:26][C:19]([C:21]2[S:25][CH:24]=[CH:23][CH:22]=2)=[O:20])=[O:28])[CH2:7][CH2:6]1. Procedure details: 4-Amino-1-(naphth-2-ylmethyl)piperidine (1.0 g, 0.0047 m) and 1-(then-2-oyl)urea (0.65 g, 0.0042 m) in pyridine (5 cm3) was refluxed for 9.5 hours. The solvent was evaporated, water added, and the precipitated title compound filtered and washed well with water. This was recrystallised from ethanol, converted to the hydrochloride salt in ethanol with ethanolic HCl, and recrystallised from ethanol, 0.5 g, at the hydrochloride, m.p. 217°-219° C. Starting materials: CO, CC(CC=Cc1csc(C2CCN(C(=O)OC(C)(C)C)CC2)n1)c1ccccc1. Product: CC(CCCc1csc(C2CCN(C(=O)OC(C)(C)C)CC2)n1)c1ccccc1. As a reaction SMILES: [CH3:30][OH:31].[c:1]1([CH:7]([CH2:8][CH:9]=[CH:10][c:11]2[n:12][c:13]([CH:16]3[CH2:17][CH2:18][N:19]([C:22](=[O:23])[O:24][C:25]([CH3:26])([CH3:27])[CH3:28])[CH2:20][CH2:21]3)[s:14][cH:15]2)[CH3:29])[cH:2][cH:3][cH:4][cH:5][cH:6]1>>[c:1]1([CH:7]([CH2:8][CH2:9][CH2:10][c:11]2[n:12][c:13]([CH:16]3[CH2:17][CH2:18][N:19]([C:22](=[O:23])[O:24][C:25]([CH3:26])([CH3:27])[CH3:28])[CH2:20][CH2:21]3)[s:14][cH:15]2)[CH3:29])[cH:2][cH:3][cH:4][cH:5][cH:6]1. Reactants: C(C)(=O)OCC (Ethyl acetate), CC1(C(N(C(N1)=O)C(=O)C1=CC=CC2=CC=CC=C12)=O)C1=CC=CC=C1 (5-Methyl-3-naphthylcarbonyl-5-phenylimidazolidine-2,4-dione), BrCC(=O)C1=CC=CC=C1 (2-bromoacetophenone), [H-].[Na+] (sodium hydride). Solvent: CN(C)C=O (DMF). Conditions: time 8 hour. Yields the product CC1(C(N(C(N1CC(C1=CC=CC=C1)=O)=O)C(=O)C1=CC=CC2=CC=CC=C12)=O)C1=CC=CC=C1 (5-Methyl-3-naphthylcarbonyl-1-(2-oxo-2-phenylethyl)-5-phenylimidazolidine-2,4-dione). The yield is 57.1%. Reaction SMILES: [CH3:1][C:2]1([C:21]2[CH:26]=[CH:25][CH:24]=[CH:23][CH:22]=2)[NH:6][C:5](=[O:7])[N:4]([C:8]([C:10]2[C:19]3[C:14](=[CH:15][CH:16]=[CH:17][CH:18]=3)[CH:13]=[CH:12][CH:11]=2)=[O:9])[C:3]1=[O:20].[H-].[Na+].Br[CH2:30][C:31]([C:33]1[CH:38]=[CH:37][CH:36]=[CH:35][CH:34]=1)=[O:32].C(OCC)(=O)C>CN(C=O)C>[CH3:1][C:2]1([C:21]2[CH:26]=[CH:25][CH:24]=[CH:23][CH:22]=2)[N:6]([CH2:30][C:31](=[O:32])[C:33]2[CH:38]=[CH:37][CH:36]=[CH:35][CH:34]=2)[C:5](=[O:7])[N:4]([C:8]([C:10]2[C:19]3[C:14](=[CH:15][CH:16]=[CH:17][CH:18]=3)[CH:13]=[CH:12][CH:11]=2)=[O:9])[C:3]1=[O:20] |f:1.2|. Procedure details: 5-Methyl-3-naphthylcarbonyl-5-phenylimidazolidine-2,4-dione (43 mg) was dissolved in DMF (0.4 mL), and sodium hydride (60%, in oil) (5 mg) was added. Then, 25 mg of 2-bromoacetophenone was added, and the mixture was stirred at room temperature overnight. Ethyl acetate (9.5 mL) was added to the reaction solution, separated out white precipitates were filtered, and the filtrate was concentrated and purified by silica gel chromatography (hexane:ethyl acetate=2:1) to obtain 33 mg of white crystals. Reactants: C1(=CC=CC=C1)C (toluene), NCCC[Si](OC)(OC)OC (gamma-aminopropyl trimethoxy silane), C(C)O[SiH](OCC)OCC (triethoxy silane), CO[SiH](OC)OC (trimethoxy silane). The solvent is CC=1C=CC(=CC1)C (p-xylene). Product: C(C=C)N (allylamine), CO[SiH](OC)OC (trimethoxy silane). Reaction SMILES: [CH2:1]([O:3][SiH:4]([O:8][CH2:9]C)[O:5][CH2:6]C)C.CO[SiH](OC)OC.C1(C)C=CC=CC=1.[NH2:25][CH2:26][CH2:27][CH2:28][Si](OC)(OC)OC>CC1C=CC(C)=CC=1>[CH2:26]([NH2:25])[CH:27]=[CH2:28].[CH3:1][O:3][SiH:4]([O:8][CH3:9])[O:5][CH3:6]. Procedure details: Example 1 was repeated except that the 41 grams of triethoxy silane was replaced with 30.6 grams of trimethoxy silane (0.25 mole) and toluene was used as a solvent instead of p-xylene, with other conditions remaining the same. After the completion of the reaction, the reaction mixture was subjected to gas chromatography analysis. It was found that gamma-aminopropyl trimethoxy silane was obtained in a yield of 70% on an allylamine basis, while the yield of beta-amminopropyl trimethoxy silane was ... The reactants are COC(C1=CC=C(C=C1)/N=C/C1=CC(=CC=C1)Br)=O (4-{[1-(3-bromo-phenyl)-meth-(E)-ylidene]amino}-benzoic acid methyl ester), C=C1CCCC1 (methylene-cyclopentane). Reagents/catalysts: FC(S(=O)(=O)[O-])(F)F.[Sc+3].FC(S(=O)(=O)[O-])(F)F.FC(S(=O)(=O)[O-])(F)F (scandium(III) trifluoromethanesulfonate). Run in C(C)(=O)OCC (ethyl acetate), C(C)#N (acetonitrile). Conditions: temperature 80 celsius, time 16 hour. Product: COC(=O)C=1C=C2C3(CC(NC2=CC1)C1=CC(=CC=C1)Br)CCCC3 (2′-(3-bromo-phenyl)-2′,3′-dihydro-1′H-spiro[cyclopentane-1,4′-quinoline]-6′-carboxylic acid methyl ester). Isolated yield 40.0%. Reaction SMILES: [CH3:1][O:2][C:3](=[O:19])[C:4]1[CH:9]=[CH:8][C:7](/[N:10]=[CH:11]/[C:12]2[CH:17]=[CH:16][CH:15]=[C:14]([Br:18])[CH:13]=2)=[CH:6][CH:5]=1.[CH2:20]=[C:21]1[CH2:25][CH2:24][CH2:23][CH2:22]1>C(#N)C.C(OCC)(=O)C.FC(F)(F)S([O-])(=O)=O.[Sc+3].FC(F)(F)S([O-])(=O)=O.FC(F)(F)S([O-])(=O)=O>[CH3:1][O:2][C:3]([C:4]1[CH:5]=[C:6]2[C:7](=[CH:8][CH:9]=1)[NH:10][CH:11]([C:12]1[CH:17]=[CH:16][CH:15]=[C:14]([Br:18])[CH:13]=1)[CH2:20][C:21]12[CH2:25][CH2:24][CH2:23][CH2:22]1)=[O:19] |f:4.5.6.7|. Reported procedure: To a stirred solution 4-{[1-(3-bromo-phenyl)-meth-(E)-ylidene]amino}-benzoic acid methyl ester (3.2 g, 10.0 mmol) in acetonitrile (16.0 mL) were added methylene-cyclopentane (4.0 mL, 40.0 mol) and scandium(III) trifluoromethanesulfonate (Sc(OTf)3) (980.0 mg, 2.0 mmol). The resulting mixture solution was stirred at 80° C. for 16 h in sealed tube. The mixture solution was diluted with ethyl acetate (300 mL) and washed with water (100 mL×2) and brine (100 mL×2) and then dried over anhydrous sodium ...